This data is from the Open Reaction Database (ORD), a public repository of structured organic reaction records. The task is: describe an organic reaction: reactants, conditions, products, and yield Starting materials: COC(=O)C(Cc1ccc(-c2c(C)n(C)c(=O)n(C)c2=O)cc1)NC(=O)c1c(Cl)cccc1Cl, CCO, [Na+], [OH-]. Product: Cc1c(-c2ccc(CC(NC(=O)c3c(Cl)cccc3Cl)C(=O)O)cc2)c(=O)n(C)c(=O)n1C. Reaction SMILES: [CH3:1][O:2][C:3]([CH:4]([NH:5][C:6](=[O:7])[c:8]1[c:9]([Cl:15])[cH:10][cH:11][cH:12][c:13]1[Cl:14])[CH2:16][c:17]1[cH:18][cH:19][c:20](-[c:23]2[c:24](=[O:33])[n:25]([CH3:32])[c:26](=[O:31])[n:27]([CH3:30])[c:28]2[CH3:29])[cH:21][cH:22]1)=[O:34].[CH3:37][CH2:38][OH:39].[Na+:36].[OH-:35]>>[O:2]=[C:3]([CH:4]([NH:5][C:6](=[O:7])[c:8]1[c:9]([Cl:15])[cH:10][cH:11][cH:12][c:13]1[Cl:14])[CH2:16][c:17]1[cH:18][cH:19][c:20](-[c:23]2[c:24](=[O:33])[n:25]([CH3:32])[c:26](=[O:31])[n:27]([CH3:30])[c:28]2[CH3:29])[cH:21][cH:22]1)[OH:34]. The reactants are NC1=C(NC2=CC(=CC=C12)Cl)C(=O)C1=NC=CC(=C1)C (3-amino-6-chloro-2-(4-methylpyridine-2-carbonyl)indole), ClCCC(=O)Cl (3-chloropropionyl chloride). The product is ClC1=CC=C2C(=C(NC2=C1)C(=O)C1=NC=CC(=C1)C)NC(CCCl)=O (6-Chloro-3-(3-chloropropionylamino)-2-(4-methylpyridine-2-carbonyl)indole). As a reaction SMILES: [NH2:1][C:2]1[C:10]2[C:5](=[CH:6][C:7]([Cl:11])=[CH:8][CH:9]=2)[NH:4][C:3]=1[C:12]([C:14]1[CH:19]=[C:18]([CH3:20])[CH:17]=[CH:16][N:15]=1)=[O:13].[Cl:21][CH2:22][CH2:23][C:24](Cl)=[O:25]>>[Cl:11][C:7]1[CH:6]=[C:5]2[C:10]([C:2]([NH:1][C:24](=[O:25])[CH2:23][CH2:22][Cl:21])=[C:3]([C:12]([C:14]3[CH:19]=[C:18]([CH3:20])[CH:17]=[CH:16][N:15]=3)=[O:13])[NH:4]2)=[CH:9][CH:8]=1. Reported procedure: The title compound was prepared according to the procedure described in Example 19 employing 3-amino-6-chloro-2-(4-methylpyridine-2-carbonyl)indole (Example 70) and 3-chloropropionyl chloride. Reactants: CC(=O)c1nccnc1C, COC(=O)OC, Cc1ccccc1, CC(=O)O, [H-], [Na+], O. Product: COC(=O)CC(=O)c1nccnc1C. Reaction SMILES: [C:9]([CH3:10])(=[O:11])[c:12]1[n:13][cH:14][cH:15][n:16][c:17]1[CH3:18].[CH3:1][O:2][C:3](=[O:4])[O:5][CH3:6].[CH3:20][c:21]1[cH:22][cH:23][cH:24][cH:25][cH:26]1.[CH3:27][C:28](=[O:29])[OH:30].[H-:7].[Na+:8].[OH2:19]>>[C:3](=[O:4])([O:5][CH3:6])[CH2:10][C:9](=[O:11])[c:12]1[n:13][cH:14][cH:15][n:16][c:17]1[CH3:18]. The reactants are OC(C[C@@]1(CCN(C(O1)=O)[C@@H](CC)C1=CC=C(C=C1)B1OC(C(O1)(C)C)(C)C)C1=CC=CC=C1)(C)C ((S)-6-(2-hydroxy-2-methylpropyl)-6-phenyl-3-((S)-1-(4-(4,4,5,5-tetramethyl-1,3,2-dioxaborolan-2-yl)phenyl)propyl)-1,3-oxazinan-2-one), C(C)N1C(C=C(C=C1)I)=O (1-ethyl-4-iodopyridin-2(1H)-one). Yields the product C(C)N1C(C=C(C=C1)C1=CC=C(C=C1)[C@H](C)N1C(O[C@](CC1)(C1=CC=CC=C1)CC(C)(C)O)=O)=O ((S)-3-((S)-1-(4-(1-ethyl-2-oxo-1,2-dihydropyridin-4-yl)phenyl)ethyl)-6-(2-hydroxy-2-methylpropyl)-6-phenyl-1,3-oxazinan-2-one). As a reaction SMILES: [OH:1][C:2]([CH3:36])([CH3:35])[CH2:3][C@@:4]1([C:29]2[CH:34]=[CH:33][CH:32]=[CH:31][CH:30]=2)[O:9][C:8](=[O:10])[N:7]([C@H:11]([C:14]2[CH:19]=[CH:18][C:17](B3OC(C)(C)C(C)(C)O3)=[CH:16][CH:15]=2)[CH2:12]C)[CH2:6][CH2:5]1.[CH2:37]([N:39]1[CH:44]=[CH:43][C:42](I)=[CH:41][C:40]1=[O:46])[CH3:38]>>[CH2:37]([N:39]1[CH:44]=[CH:43][C:42]([C:17]2[CH:16]=[CH:15][C:14]([C@@H:11]([N:7]3[CH2:6][CH2:5][C@:4]([CH2:3][C:2]([OH:1])([CH3:35])[CH3:36])([C:29]4[CH:34]=[CH:33][CH:32]=[CH:31][CH:30]=4)[O:9][C:8]3=[O:10])[CH3:12])=[CH:19][CH:18]=2)=[CH:41][C:40]1=[O:46])[CH3:38]. Procedure details: The title compound was prepared from (S)-6-(2-hydroxy-2-methylpropyl)-6-phenyl-3-((S)-1-(4-(4,4,5,5-tetramethyl-1,3,2-dioxaborolan-2-yl)phenyl)propyl)-1,3-oxazinan-2-one and 1-ethyl-4-iodopyridin-2(1H)-one following a procedure analogous to that described in Example 6 Step 1. LC-MS Method 2 tR=1.228 min, m/z=971.4; 1H NMR (CDCl3) 1.10 (s, 3H), 1.14 (s, 3H), 1.36 (m, 3H), 1.53 (d, 3H), 2.17 (s, 2H), 2.21-2.32 (m, 2H), 2.32-2.48 (m, 1H), 2.88 (m, 1H), 4.00 (m, 2H), 5.68 (m, 1H), 6.39 (d, 1H), 6.78...